The task is: describe an organic reaction: reactants, conditions, products, and yield. This data is from the Open Reaction Database (ORD), a public repository of structured organic reaction records. The reactants are BrBr (Bromine), C(C)(=O)NC=1C=C2CCCC2=CC1 (5-acetamidoindan), C(C)(=O)O (acetic acid), ice. The solvent is O (water). Yields the product C(C)(=O)NC=1C=C2CCCC2=CC1Br (5-Acetamido-6-bromoindan). As a reaction SMILES: [Br:1]Br.[C:3]([NH:6][C:7]1[CH:8]=[C:9]2[C:13](=[CH:14][CH:15]=1)[CH2:12][CH2:11][CH2:10]2)(=[O:5])[CH3:4].C(O)(=O)C>O>[C:3]([NH:6][C:7]1[CH:8]=[C:9]2[C:13](=[CH:14][C:15]=1[Br:1])[CH2:12][CH2:11][CH2:10]2)(=[O:5])[CH3:4]. Procedure: Bromine (105 g) was added dropwise to a stirred mixture of 5-acetamidoindan (104.5 g) and acetic acid (400 ml), the rate of addition being such that the temperature of the reaction mixture was maintained in the range 20° to 25° C. The mixture was poured into a mixture (2 L) of ice and water. The precipitate was isolated, washed with water and dried. There was thus obtained 5-acetamido-6-bromoindan (143 g), m.p. 138° C. Starting materials: C(C(=O)C1=CC=CC=C1)C1C(CCCC1)=O (2-phenacylcyclohexanone), NC=1C=C(C(=O)O)C=CC1 (m-aminobenzoic acid), crystals. The solvent is C(C)(=O)O (acetic acid). Product: C(=O)(O)C=1C=C(C=CC1)N1C(=CC=2CCCCC12)C1=CC=CC=C1 (1-(3-Carboxyphenyl)-2-phenyl-4,5,6,7-tetrahydroindole). RXN SMILES: [CH2:1]([CH:10]1[CH2:15][CH2:14][CH2:13][CH2:12][C:11]1=O)[C:2]([C:4]1[CH:9]=[CH:8][CH:7]=[CH:6][CH:5]=1)=O.[NH2:17][C:18]1[CH:19]=[C:20]([CH:24]=[CH:25][CH:26]=1)[C:21]([OH:23])=[O:22]>C(O)(=O)C>[C:21]([C:20]1[CH:19]=[C:18]([N:17]2[C:11]3[CH2:12][CH2:13][CH2:14][CH2:15][C:10]=3[CH:1]=[C:2]2[C:4]2[CH:5]=[CH:6][CH:7]=[CH:8][CH:9]=2)[CH:26]=[CH:25][CH:24]=1)([OH:23])=[O:22]. Reported procedure: A solution of 10.8 g. (0.05 mole) of 2-phenacylcyclohexanone, 6.85 g. (0.05 mole) of m-aminobenzoic acid and 30 ml. of glacial acetic acid was heated under reflux for 6 hours, cooled and filtered. The filter cake was washed with water and recrystallized from ethanol to provide 5.7 g. (36%) of crystals, m.p. 191°-193°. Reactants: C(CCl)Cl (EDC), ClC=1C=CC(=C(CC2=C(OC(C(=O)O)C)C=CC=C2)C1)OCC(=O)OC (2-[2-(5-chloro-2-methoxycarbonylmethoxy-benzyl)-phenoxy]-propionic acid), ClC=1C=CC(=C(CC2=C(OC(C(=O)O)C)C=CC=C2)C1)OCC(=O)OC (2-[2-(5-chloro-2-methoxycarbonylmethoxy-benzyl)-phenoxy]-propionic acid), C1=CC2=C(N=C1)N(N=N2)O (HOAT), N1CCCCC1 (piperidine), C(C(CO)(CO)N)O (trisamine). Run in CN(C)C=O (DMF), CN(C)C=O (DMF), CN(C)C=O (DMF). Conditions: time 50 minute. The product is COC(COC1=C(C=C(C=C1)Cl)CC1=C(C=CC=C1)OC(C(N1CCCCC1)=O)C)=O ({4-chloro-2-[2-(1-methyl-2-oxo-2-piperidin-1-yl-ethoxy)-benzyl]-phenoxy}-acetic acid methyl ester). Reaction SMILES: C(Cl)CCl.[Cl:5][C:6]1[CH:7]=[CH:8][C:9]([O:25][CH2:26][C:27]([O:29][CH3:30])=[O:28])=[C:10]([CH:24]=1)[CH2:11][C:12]1[CH:23]=[CH:22][CH:21]=[CH:20][C:13]=1[O:14][CH:15]([CH3:19])[C:16](O)=[O:17].[CH:31]1[CH:36]=[N:35][C:34]2N(O)N=N[C:33]=2[CH:32]=1.N1CCCCC1.C(O)C(N)(CO)CO>CN(C=O)C>[CH3:30][O:29][C:27](=[O:28])[CH2:26][O:25][C:9]1[CH:8]=[CH:7][C:6]([Cl:5])=[CH:24][C:10]=1[CH2:11][C:12]1[CH:23]=[CH:22][CH:21]=[CH:20][C:13]=1[O:14][CH:15]([CH3:19])[C:16](=[O:17])[N:35]1[CH2:36][CH2:31][CH2:32][CH2:33][CH2:34]1. Procedure: To a solution of PS-EDC (0.558 g, 1.42 mmol/g, 0.792 mmol) in DMF (2 mL) is added 2-[2-(5-chloro-2-methoxycarbonylmethoxy-benzyl)-phenoxy]-propionic acid (Intermediate B) (150 mg, 0.396 mmol) in DMF (2 mL) and HOAT (80.8 mg, 0.594 mmol) in DMF (2 mL). The reaction mixture is agitated for 50 minutes and then treated with piperidine (39.2 μL, 0.396 mmol) and agitated at RT for 2 days. Polymer supported trisamine (0.475 g, 1.42 mmol/g, 1.98 mmol) is then added and the mixture is further agitated ov...